From a dataset of the Open Reaction Database (ORD), a public repository of structured organic reaction records. describe an organic reaction: reactants, conditions, products, and yield The product is CC(C)(C)OC(=O)CCNCc1ccc2sc(-c3ccc(Cl)c(C(F)(F)F)c3)cc2c1. The reactants are O=C1CCC(=O)N1Br, CC(C)(C)OC(=O)CCN, ClC(Cl)(Cl)Cl, Cc1ccc2sc(-c3ccc(Cl)c(C(F)(F)F)c3)cc2c1, Cl, [H-], [Na+], CN(C)C=O. RXN SMILES: [Br:22][N:23]1[C:24](=[O:25])[CH2:26][CH2:27][C:28]1=[O:29].[C:31]([CH3:32])([CH3:33])([CH3:34])[O:35][C:36]([CH2:37][CH2:38][NH2:39])=[O:40].[C:43]([Cl:44])([Cl:45])([Cl:46])[Cl:47].[Cl:1][c:2]1[c:3]([C:18]([F:19])([F:20])[F:21])[cH:4][c:5](-[c:8]2[cH:9][c:10]3[c:11]([s:12]2)[cH:13][cH:14][c:15]([CH3:17])[cH:16]3)[cH:6][cH:7]1.[ClH:30].[H-:41].[Na+:42].[O:48]=[CH:49][N:50]([CH3:51])[CH3:52]>>[Cl:1][c:2]1[c:3]([C:18]([F:19])([F:20])[F:21])[cH:4][c:5](-[c:8]2[cH:9][c:10]3[c:11]([s:12]2)[cH:13][cH:14][c:15]([CH2:17][NH:39][CH2:38][CH2:37][C:36]([O:35][C:31]([CH3:32])([CH3:33])[CH3:34])=[O:40])[cH:16]3)[cH:6][cH:7]1.